From a dataset of the Open Reaction Database (ORD), a public repository of structured organic reaction records. describe an organic reaction: reactants, conditions, products, and yield The reactants are crude product, C(C)(=O)NCC1=NC(=CC=C1)OC (2-acetamidomethyl-6-methoxypyridine), Cl.NCC1=NC(=CC=C1)OC (2-aminomethyl-6-methoxypyridine hydrochloride), Cl.NCC1=CC=CC(N1)=O (6-aminomethyl-2(1H)-pyridone hydrochloride). Run in Cl (hydrochloric acid). The product is NCC1=NC(=CC=C1)OC (2-Aminomethyl-6-methoxypyridine). Reaction SMILES: C([NH:4][CH2:5][C:6]1[CH:11]=[CH:10][CH:9]=[C:8]([O:12][CH3:13])[N:7]=1)(=O)C.Cl.NCC1C=CC=C(OC)N=1.Cl.NCC1NC(=O)C=CC=1>Cl>[NH2:4][CH2:5][C:6]1[CH:11]=[CH:10][CH:9]=[C:8]([O:12][CH3:13])[N:7]=1 |f:1.2,3.4|. Reported procedure: The crude product, 2-acetamidomethyl-6-methoxypyridine from Example 1, was combined with 10 ml of 6N hydrochloric acid, and the resulting mixture was heated at its reflux temperature for about 16 hours. The mixture was evaporated to provide a tan solid residue. The product was determined by infrared and nuclear magnetic resonance spectral analyses to be a mixture of 2-aminomethyl-6-methoxypyridine hydrochloride and 6-aminomethyl-2(1H)-pyridone hydrochloride. Starting materials: C(C)(C)(C)OC(=O)N1C[C@@H](CC1)C(NO)=N ((R)-3-(N-Hydroxycarbamimidoyl)-pyrrolidine-1-carboxylic acid tert-butyl ester), N1(C=NC=C1)C(=S)N1C=NC=C1 (di-imidazol-1-yl-methanethione), B(F)(F)F.CCOCC (BF3.Et2O). Reported procedure: (R)-3-(N-Hydroxycarbamimidoyl)-pyrrolidine-1-carboxylic acid tert-butyl ester (0.54 g, 2.36 mmol) and di-imidazol-1-yl-methanethione (0.70 g, 3.53 mmol) were dissolved in THF (15 mL) and stirred for 30 min. The reaction was diluted with water (50 mL) and extracted with EtOAc (50 mL×3). The combined organic layers were dried by MgSO4 and concentrated in vacuo. The residue was dissolved in THF (20 mL) and BF3.Et2O (0.89 ml, 7.06 mmol) was added dropwise. After 1 h of stirring, the reaction was dil... The yield is 65.7%. The product is C(C)(C)(C)OC(=O)N1C[C@@H](CC1)C1=NSC(N1)=O ((R)-3-(5-oxo-4,5-dihydro-[1,2,4]thiadiazol-3-yl)-pyrrolidine-1-carboxylic acid tert-butyl ester). Solvent: O (water), C1CCOC1 (THF), O (water). Conditions: time 30 minute. As a reaction SMILES: [C:1]([O:5][C:6]([N:8]1[CH2:12][CH2:11][C@@H:10]([C:13](=[NH:16])[NH:14]O)[CH2:9]1)=[O:7])([CH3:4])([CH3:3])[CH3:2].N1([C:22](N2C=CN=C2)=[S:23])C=CN=C1.B(F)(F)F.CC[O:35]CC>C1COCC1.O>[C:1]([O:5][C:6]([N:8]1[CH2:12][CH2:11][C@@H:10]([C:13]2[NH:14][C:22](=[O:35])[S:23][N:16]=2)[CH2:9]1)=[O:7])([CH3:4])([CH3:3])[CH3:2] |f:2.3|.